This data is from the Open Reaction Database (ORD), a public repository of structured organic reaction records. The task is: describe an organic reaction: reactants, conditions, products, and yield Reactants: O=C([O-])[O-], CCOC(C)=O, CC(C)CN(CC(C)C)C(=O)C(C)(C)c1ccc([N+](=O)[O-])c(Cl)c1, [K+], [K+], NCCCN1CCCCC1, CN(C)C=O, O. Yields the product CC(C)CN(CC(C)C)C(=O)C(C)(C)c1ccc([N+](=O)[O-])c(NCCCN2CCCCC2)c1. RXN SMILES: [C:35](=[O:36])([O-:37])[O-:38].[CH3:47][CH2:48][O:49][C:50](=[O:51])[CH3:52].[Cl:1][c:2]1[cH:3][c:4]([C:11]([C:12](=[O:13])[N:14]([CH2:15][CH:16]([CH3:17])[CH3:18])[CH2:19][CH:20]([CH3:21])[CH3:22])([CH3:23])[CH3:24])[cH:5][cH:6][c:7]1[N+:8](=[O:9])[O-:10].[K+:39].[K+:40].[N:25]1([CH2:31][CH2:32][CH2:33][NH2:34])[CH2:26][CH2:27][CH2:28][CH2:29][CH2:30]1.[O:42]=[CH:43][N:44]([CH3:45])[CH3:46].[OH2:41]>>[c:2]1([NH:34][CH2:33][CH2:32][CH2:31][N:25]2[CH2:26][CH2:27][CH2:28][CH2:29][CH2:30]2)[cH:3][c:4]([C:11]([C:12](=[O:13])[N:14]([CH2:15][CH:16]([CH3:17])[CH3:18])[CH2:19][CH:20]([CH3:21])[CH3:22])([CH3:23])[CH3:24])[cH:5][cH:6][c:7]1[N+:8](=[O:9])[O-:10]. Starting materials: CO, ClCCl, Nc1ccccc1-c1nc2cc(CN3CCOCC3)cnc2s1, O, O=C(O)c1csc(-c2ccccc2)n1. Yields the product O=C(Nc1ccccc1-c1nc2cc(CN3CCOCC3)cnc2s1)c1csc(-c2ccccc2)n1. As a reaction SMILES: [CH3:39][OH:40].[Cl:41][CH2:42][Cl:43].[O:1]1[CH2:2][CH2:3][N:4]([CH2:7][c:8]2[cH:9][c:10]3[c:11]([n:12][cH:13]2)[s:14][c:15](-[c:17]2[c:18]([NH2:19])[cH:20][cH:21][cH:22][cH:23]2)[n:16]3)[CH2:5][CH2:6]1.[OH2:38].[c:24]1(-[c:30]2[s:31][cH:32][c:33]([C:35](=[O:36])[OH:37])[n:34]2)[cH:25][cH:26][cH:27][cH:28][cH:29]1>>[O:1]1[CH2:2][CH2:3][N:4]([CH2:7][c:8]2[cH:9][c:10]3[c:11]([n:12][cH:13]2)[s:14][c:15](-[c:17]2[c:18]([NH:19][C:35]([c:33]4[cH:32][s:31][c:30](-[c:24]5[cH:25][cH:26][cH:27][cH:28][cH:29]5)[n:34]4)=[O:36])[cH:20][cH:21][cH:22][cH:23]2)[n:16]3)[CH2:5][CH2:6]1. The reactants are CN(C)CC1=CC(=C(O1)CSCCN)C (2-[(5-Dimethylaminomethyl-3-methyl-2-furyl)methylthio]ethylamine), CN(C)CC1=CC(=C(O1)CSCCNC1=NS(N=C1OC)(=O)=O)C (3-{2-[(5-dimethylaminomethyl-3-methyl-2-furyl)methylthio]ethylamino}-4-methoxy-1,2,5-thiadiazole 1,1-dioxide), CN (methylamine), COC1=NS(N=C1OC)(=O)=O (3,4-dimethoxy-1,2,5-thiadiazole 1,1-dioxide). The solvent is CO (methanol). Product: CN(C)CC1=CC(=C(O1)CSCCNC1=NS(N=C1NC)(=O)=O)C (3-{2-[(5-Dimethylaminomethyl-3-methyl-2-furyl)methylthio]ethylamino}-4-methylamino-1,2,5-thiadiazole 1,1-dioxide). RXN SMILES: COC1C(OC)=NS(=O)(=O)N=1.[CH3:12][N:13]([CH2:15][C:16]1[O:20][C:19]([CH2:21][S:22][CH2:23][CH2:24][NH2:25])=[C:18]([CH3:26])[CH:17]=1)[CH3:14].CN(CC1OC(CSC[CH2:39][NH:40][C:41]2[C:45](OC)=[N:44][S:43](=[O:49])(=[O:48])[N:42]=2)=C(C)C=1)C.CN>CO>[CH3:14][N:13]([CH2:15][C:16]1[O:20][C:19]([CH2:21][S:22][CH2:23][CH2:24][NH:25][C:45]2[C:41]([NH:40][CH3:39])=[N:42][S:43](=[O:49])(=[O:48])[N:44]=2)=[C:18]([CH3:26])[CH:17]=1)[CH3:12]. Procedure: When a methanol suspension of 3,4-dimethoxy-1,2,5-thiadiazole 1,1-dioxide is reacted with an equimolar amount of 2-[(5-dimethylaminomethyl-3-methyl-2-furyl)methylthio]ethylamine [prepared in Step B] and the resultant 3-{2-[(5-dimethylaminomethyl-3-methyl-2-furyl)methylthio]ethylamino}-4-methoxy-1,2,5-thiadiazole 1,1-dioxide is treated with an excess of methylamine, the title compound is thereby produced. Procedure: p-Hydroxyphenylacetamide (1 g) was dissolved in DMF (5 ml) under nitrogen atmosphere and the solution was cooled to 0° C. Cesium fluoride (3.02 g) and sodium iodide (0.1 g) were added thereto and the mixture was stirred for 1 hour. Then (R)-epichlorohydrin (0.62 g, 98.4% e.e.) was added thereto and the mixture was stirred for 30 hours at the same temperature. After the reaction, the reaction mixture was dropped over a period of one hour in isopropylamine (9 g) previously cooled to 10° C. The tem... Yield: 86.8%. Solvent: CN(C)C=O (DMF). Conditions: temperature 0 celsius, time 1 hour. Yields the product CC(C)NC[C@@H](COC1=CC=C(C=C1)CC(=O)N)O ((S)-atenolol). As a reaction SMILES: [CH:1]1[C:6]([CH2:7][C:8]([NH2:10])=[O:9])=[CH:5][CH:4]=[C:3]([OH:11])[CH:2]=1.[F-].[Cs+].[I-].[Na+].[CH2:16]([C@@H:18]1[O:20][CH2:19]1)Cl.[CH:21]([NH2:24])([CH3:23])[CH3:22]>CN(C=O)C>[CH3:22][CH:21]([NH:24][CH2:16][C@H:18]([OH:20])[CH2:19][O:11][C:3]1[CH:4]=[CH:5][C:6]([CH2:7][C:8]([NH2:10])=[O:9])=[CH:1][CH:2]=1)[CH3:23] |f:1.2,3.4|. The reactants are C(Cl)[C@H]1CO1 ((R)-epichlorohydrin), C1=CC(=CC=C1CC(=O)N)O (p-Hydroxyphenylacetamide), [F-].[Cs+] (Cesium fluoride), [I-].[Na+] (sodium iodide), C(C)(C)N (isopropylamine). Reactants: [Si](C)(C)(C(C)(C)C)OC[C@@H]1CC(N(C1)C=1C=CC=2OCC(NC2N1)=O)=O (6-[(4R)-4-({[tert-butyl(dimethyl)silyl]oxy}methyl)-2-oxopyrrolidin-1-yl]-2H-pyrido[3,2-b][1,4]oxazin-3(4H)-one), [F-].C(CCC)[N+](CCCC)(CCCC)CCCC (Tetrabutyl ammonium fluoride). The solvent is O1CCCC1 (tetrahydrofuran). Conditions: time 7 hour. The product is OC[C@@H]1CC(N(C1)C=1C=CC=2OCC(NC2N1)=O)=O (6-[(4R)-4-(Hydroxymethyl)-2-oxopyrrolidin-1-yl]-2H-pyrido[3,2-b][1,4]oxazin-3(4H)-one). Isolated yield 49.5%. As a reaction SMILES: [Si]([O:8][CH2:9][C@H:10]1[CH2:14][N:13]([C:15]2[CH:16]=[CH:17][C:18]3[O:19][CH2:20][C:21](=[O:25])[NH:22][C:23]=3[N:24]=2)[C:12](=[O:26])[CH2:11]1)(C(C)(C)C)(C)C.[F-].C([N+](CCCC)(CCCC)CCCC)CCC>O1CCCC1>[OH:8][CH2:9][C@H:10]1[CH2:14][N:13]([C:15]2[CH:16]=[CH:17][C:18]3[O:19][CH2:20][C:21](=[O:25])[NH:22][C:23]=3[N:24]=2)[C:12](=[O:26])[CH2:11]1 |f:1.2|. Procedure: In tetrahydrofuran (20 ml) was dissolved 6-[(4R)-4-({[tert-butyl(dimethyl)silyl]oxy}methyl)-2-oxopyrrolidin-1-yl]-2H-pyrido[3,2-b][1,4]oxazin-3(4H)-one (1.93 g, 5.12 mmol). Tetrabutyl ammonium fluoride (1M tetrahydrofuran solution; 6.14 ml, 6.14 mmol) was added to this solution and the mixture was stirred at room temperature for 7 hours. The reaction solution was concentrated under reduced pressure and ethyl acetate and water were added to the obtained residue. The aqueous layer was extracted wi... Reactants: CC(C)(C)OC(=O)NC(CC(=O)O)Cc1ccc(Br)cc1, BrCc1ccccc1, [Na+], O=C([O-])O, CN(C)C=O, O. Product: CC(C)(C)OC(=O)NC(CC(=O)OCc1ccccc1)Cc1ccc(Br)cc1. Reaction SMILES: [Br:1][c:2]1[cH:3][cH:4][c:5]([CH2:8][CH:9]([CH2:10][C:11](=[O:12])[OH:13])[NH:14][C:15](=[O:16])[O:17][C:18]([CH3:19])([CH3:20])[CH3:21])[cH:6][cH:7]1.[Br:27][CH2:28][c:29]1[cH:30][cH:31][cH:32][cH:33][cH:34]1.[Na+:26].[O-:22][C:23]([OH:24])=[O:25].[O:35]=[CH:36][N:37]([CH3:38])[CH3:39].[OH2:40]>>[Br:1][c:2]1[cH:3][cH:4][c:5]([CH2:8][CH:9]([CH2:10][C:11](=[O:12])[O:13][CH2:28][c:29]2[cH:30][cH:31][cH:32][cH:33][cH:34]2)[NH:14][C:15](=[O:16])[O:17][C:18]([CH3:19])([CH3:20])[CH3:21])[cH:6][cH:7]1. Reactants: CC(C)(C)OC(N)=O, C1COCCO1, Fc1ccnc(Cl)c1, [Na+], CC(=O)[O-], CC(=O)[O-], [OH-], O, [Pd+2], CC1(C)c2cccc(P(c3ccccc3)c3ccccc3)c2Oc2c(P(c3ccccc3)c3ccccc3)cccc21. The product is CC(C)(C)OC(=O)Nc1cc(F)ccn1. Reaction SMILES: [C:51]([NH2:52])([O:53][C:54]([CH3:55])([CH3:56])[CH3:57])=[O:58].[CH2:62]1[O:63][CH2:64][CH2:65][O:66][CH2:67]1.[Cl:43][c:44]1[n:45][cH:46][cH:47][c:48]([F:50])[cH:49]1.[Na+:60].[O-:69][C:70]([CH3:71])=[O:72].[O-:73][C:74]([CH3:75])=[O:76].[OH-:59].[OH2:61].[Pd+2:68].[c:1]1([P:2]([c:3]2[cH:4][cH:5][cH:6][cH:7][cH:8]2)[c:9]2[c:10]3[c:34]([cH:35][cH:36][cH:37]2)[C:31]([CH3:32])([CH3:33])[c:13]2[c:12]([c:17]([P:18]([c:19]4[cH:20][cH:21][cH:22][cH:23][cH:24]4)[c:25]4[cH:26][cH:27][cH:28][cH:29][cH:30]4)[cH:16][cH:15][cH:14]2)[O:11]3)[cH:38][cH:39][cH:40][cH:41][cH:42]1>>[c:44]1([NH:52][C:51]([O:53][C:54]([CH3:55])([CH3:56])[CH3:57])=[O:58])[n:45][cH:46][cH:47][c:48]([F:50])[cH:49]1. The reactants are Cl.NC(CO)(CO)CSC (2-amino-2-(methylthiomethyl)propane-1,3-diol, hydrochloride salt), C(C1=CC=CC=C1)OCN1C=C(C=2N=CN=C(C21)Cl)C=O (5-(benzyloxymethyl)-4-chloro-5H-pyrrolo[3,2-d]pyrimidine-7-carbaldehyde), C(#N)[BH3-].[Na+] (sodium cyanoborohydride). Solvent: CO (methanol). Yields the product C(C1=CC=CC=C1)OCN1C=C(C=2N=CN=C(C21)Cl)CNC(CO)(CO)CSC (2-((5-(benzyloxymethyl)-4-chloro-5H-pyrrolo[3,2-d]pyrimidin-7-yl)methylamino)-2-(methylthiomethyl)propane-1,3-diol). Yield: 63.5%. Reaction SMILES: Cl.[NH2:2][C:3]([CH2:8][S:9][CH3:10])([CH2:6][OH:7])[CH2:4][OH:5].[CH2:11]([O:18][CH2:19][N:20]1[C:28]2[C:27]([Cl:29])=[N:26][CH:25]=[N:24][C:23]=2[C:22]([CH:30]=O)=[CH:21]1)[C:12]1[CH:17]=[CH:16][CH:15]=[CH:14][CH:13]=1.C([BH3-])#N.[Na+]>CO>[CH2:11]([O:18][CH2:19][N:20]1[C:28]2[C:27]([Cl:29])=[N:26][CH:25]=[N:24][C:23]=2[C:22]([CH2:30][NH:2][C:3]([CH2:8][S:9][CH3:10])([CH2:6][OH:7])[CH2:4][OH:5])=[CH:21]1)[C:12]1[CH:17]=[CH:16][CH:15]=[CH:14][CH:13]=1 |f:0.1,3.4|. Procedure: To a solution of 2-amino-2-(methylthiomethyl)propane-1,3-diol, hydrochloride salt (60.0 mg, 0.397 mmol) and 5-(benzyloxymethyl)-4-chloro-5H-pyrrolo[3,2-d]pyrimidine-7-carbaldehyde (126 mg, 0.397 mmol) in methanol (4 mL) was added sodium cyanoborohydride (27.4 mg, 0.436 mmol). After 15 h at ambient temperature the contents of the flask were concentrated under reduced pressure. Purification by flash column chromatography (CH2Cl2:7 M methanolic ammonia, 10:1) gave 2-((5-(benzyloxymethyl)-4-chloro-5...